Dataset: the Open Reaction Database (ORD), a public repository of structured organic reaction records. Task: describe an organic reaction: reactants, conditions, products, and yield Reactants: C(C)(C)(C)OC(N(C)C1CN(CC1C1=CC=C(C=C1)Cl)CC1=CC=CC=C1)=O ([(3RS,4SR)-1-benzyl-4-(4-chloro-phenyl)-pyrrolidin-3-yl]-methyl-carbamic acid tert-butyl ester), ClC(=O)OC(C)Cl (1-chloroethyl chloroformate). Solvent: C1(=CC=CC=C1)C (toluene). Run at temperature 90 celsius, time 8 hour. Yields the product C(C)(C)(C)OC(N(C)C1CNCC1C1=CC=C(C=C1)Cl)=O ([(3RS,4SR)-4-(4-Chloro-phenyl)-pyrrolidin-3-yl]-methyl-carbamic acid tert-butyl ester). Reaction SMILES: [C:1]([O:5][C:6](=[O:28])[N:7]([CH:9]1[CH:13]([C:14]2[CH:19]=[CH:18][C:17]([Cl:20])=[CH:16][CH:15]=2)[CH2:12][N:11](CC2C=CC=CC=2)[CH2:10]1)[CH3:8])([CH3:4])([CH3:3])[CH3:2].ClC(OC(Cl)C)=O>C1(C)C=CC=CC=1>[C:1]([O:5][C:6](=[O:28])[N:7]([CH:9]1[CH:13]([C:14]2[CH:15]=[CH:16][C:17]([Cl:20])=[CH:18][CH:19]=2)[CH2:12][NH:11][CH2:10]1)[CH3:8])([CH3:4])([CH3:2])[CH3:3]. Procedure: To a stirred solution of [(3RS,4SR)-1-benzyl-4-(4-chloro-phenyl)-pyrrolidin-3-yl]-methyl-carbamic acid tert-butyl ester (1.30 g, 3.20 mmol) in toluene (30 ml) at RT, was added 1-chloroethyl chloroformate (0.53 ml, 4.80 mmol). The reaction mixture was stirred at 90° C. overnight and concentrated under vacuo. The residue was dissolved in MeOH (30 ml) and the reaction mixture was heated at 80° C. for 2 hours. The solvent was evaporated and the crude product was directly used in the next step withou... Starting materials: [BH4-], O=Cc1ccc(O)c(Br)c1, CC(C)CCN, CO, [Na+]. Product: CC(C)CCNCc1ccc(O)c(Br)c1. RXN SMILES: [BH4-:17].[Br:1][c:2]1[cH:3][c:4]([CH:5]=[O:6])[cH:7][cH:8][c:9]1[OH:10].[CH3:11][CH:12]([CH2:13][CH2:14][NH2:15])[CH3:16].[CH3:19][OH:20].[Na+:18]>>[Br:1][c:2]1[cH:3][c:4]([CH2:5][NH:15][CH2:14][CH2:13][CH:12]([CH3:11])[CH3:16])[cH:7][cH:8][c:9]1[OH:10].